From a dataset of the Open Reaction Database (ORD), a public repository of structured organic reaction records. describe an organic reaction: reactants, conditions, products, and yield Reactants: FC1=CC=C(C=C1)C=1C(=NC=NC1N1CCC(CC1)C=1N(C=C(N1)C1=CC(=C(C=C1)F)C(F)(F)F)C)N (5-(4-Fluoro-phenyl)-6-{4-[4-(4-fluoro-3-trifluoromethyl-phenyl)-1-methyl-1H-imidazol-2-yl]-piperidin-1-yl}-pyrimidin-4-ylamine), OCC1=CC=C(C=C1)B1OC(C)(C)C(C)(C)O1 (4-(hydroxymethyl)benzeneboronic acid pinacol ester). The product is NC1=NC=NC(=C1C1=CC=C(C=C1)CO)N1CCC(CC1)C=1N(C=C(N1)C1=CC(=C(C=C1)F)C(F)(F)F)C ([4-(4-Amino-6-{4-[4-(4-fluoro-3-trifluoromethyl-phenyl)-1-methyl-1H-imidazol-2-yl]-piperidin-1-yl}-pyrimidin-5-yl)-phenyl]-methanol). RXN SMILES: F[C:2]1[CH:7]=[CH:6][C:5]([C:8]2[C:9]([NH2:37])=[N:10][CH:11]=[N:12][C:13]=2[N:14]2[CH2:19][CH2:18][CH:17]([C:20]3[N:21]([CH3:36])[CH:22]=[C:23]([C:25]4[CH:30]=[CH:29][C:28]([F:31])=[C:27]([C:32]([F:35])([F:34])[F:33])[CH:26]=4)[N:24]=3)[CH2:16][CH2:15]2)=[CH:4][CH:3]=1.[OH:38][CH2:39]C1C=CC(B2OC(C)(C)C(C)(C)O2)=CC=1>>[NH2:37][C:9]1[C:8]([C:5]2[CH:4]=[CH:3][C:2]([CH2:39][OH:38])=[CH:7][CH:6]=2)=[C:13]([N:14]2[CH2:19][CH2:18][CH:17]([C:20]3[N:21]([CH3:36])[CH:22]=[C:23]([C:25]4[CH:30]=[CH:29][C:28]([F:31])=[C:27]([C:32]([F:35])([F:33])[F:34])[CH:26]=4)[N:24]=3)[CH2:16][CH2:15]2)[N:12]=[CH:11][N:10]=1. Procedure details: The title compound was prepared in an analogous manner as 5-(4-Fluoro-phenyl)-6-{4-[4-(4-fluoro-3-trifluoromethyl-phenyl)-1-methyl-1H-imidazol-2-yl]-piperidin-1-yl}-pyrimidin-4-ylamine using 4-(hydroxymethyl)benzeneboronic acid pinacol ester instead of 4-fluorophenylboronic acid. LC-MS: (M+1=527, obsd.=527). Procedure details: The DMF solution of 8-methoxy-6,6-dimethyl-11-oxo-6,11-dihydro-5H-benzo[b]carbazole-3-carbonitrile (Compound A6, 100 mg, 0.331 mmol), imidazole (67.5 mg, 3 eq.) and tert-butylchlorodimethylsilane (92.4 mg, 1.5 eq.) was stirred overnight at room temperature. To the reaction solution, saturated aqueous solution of sodium hydrogen carbonate was added followed by extraction with tert-butylmethyl ether. The organic layer was washed with brine and dried over sodium sulfate. The drying agent was remove... The product is C(C)(C)(C)[Si](OC=1C=CC2=C(C(C=3NC4=CC(=CC=C4C3C2=O)C#N)(C)C)C1)(C)C (8-(Tert-butyl-dimethyl-silanyloxy)-6,6-dimethyl-11-oxo-6,11-dihydro-5H-benzo[b]carbazole-3-carbonitrile). Reaction SMILES: [OH:1][C:2]1[CH:3]=[CH:4][C:5]2[C:17](=[O:18])[C:16]3[C:15]4[C:10](=[CH:11][C:12]([C:19]#[N:20])=[CH:13][CH:14]=4)[NH:9][C:8]=3[C:7]([CH3:22])([CH3:21])[C:6]=2[CH:23]=1.N1C=CN=C1.[C:29]([Si:33](Cl)([CH3:35])[CH3:34])([CH3:32])([CH3:31])[CH3:30].C(=O)([O-])O.[Na+]>CN(C=O)C>[C:29]([Si:33]([CH3:35])([CH3:34])[O:1][C:2]1[CH:3]=[CH:4][C:5]2[C:17](=[O:18])[C:16]3[C:15]4[C:10](=[CH:11][C:12]([C:19]#[N:20])=[CH:13][CH:14]=4)[NH:9][C:8]=3[C:7]([CH3:21])([CH3:22])[C:6]=2[CH:23]=1)([CH3:32])([CH3:31])[CH3:30] |f:3.4|. Solvent: CN(C)C=O (DMF). The reactants are OC=1C=CC2=C(C(C=3NC4=CC(=CC=C4C3C2=O)C#N)(C)C)C1 (8-Hydroxy-6,6-dimethyl-11-oxo-6,11-dihydro-5H-benzo[b]carbazole-3-carbonitrile), OC=1C=CC2=C(C(C=3NC4=CC(=CC=C4C3C2=O)C#N)(C)C)C1 (8-Hydroxy-6,6-dimethyl-11-oxo-6,11-dihydro-5H-benzo[b]carbazole-3-carbonitrile), N1C=NC=C1 (imidazole), C(C)(C)(C)[Si](C)(C)Cl (tert-butylchlorodimethylsilane), C(O)([O-])=O.[Na+] (sodium hydrogen carbonate). RXN SMILES: [CH2:41]1[O:42][CH2:43][CH2:44][CH2:45]1.[Cl:36][CH2:37][C:38](=[O:39])[Cl:40].[NH2:1][c:2]1[c:3]([C:4]#[N:5])[c:6](-[c:26]2[cH:27][c:28]([NH2:35])[c:29]([N:32]([CH3:33])[CH3:34])[cH:30][cH:31]2)[cH:7][c:8](-[c:10]2[c:11]([O:16][CH2:17][c:18]3[cH:19][cH:20][c:21]([O:24][CH3:25])[cH:22][cH:23]3)[cH:12][cH:13][cH:14][cH:15]2)[n:9]1>>[NH2:1][c:2]1[c:3]([C:4]#[N:5])[c:6](-[c:26]2[cH:27][c:28]([NH:35][C:38]([CH2:37][Cl:36])=[O:39])[c:29]([N:32]([CH3:33])[CH3:34])[cH:30][cH:31]2)[cH:7][c:8](-[c:10]2[c:11]([O:16][CH2:17][c:18]3[cH:19][cH:20][c:21]([O:24][CH3:25])[cH:22][cH:23]3)[cH:12][cH:13][cH:14][cH:15]2)[n:9]1. The reactants are C1CCOC1, O=C(Cl)CCl, COc1ccc(COc2ccccc2-c2cc(-c3ccc(N(C)C)c(N)c3)c(C#N)c(N)n2)cc1. Yields the product COc1ccc(COc2ccccc2-c2cc(-c3ccc(N(C)C)c(NC(=O)CCl)c3)c(C#N)c(N)n2)cc1. The reactants are [Na+].[Cl-] (NaCl), [OH-].[Na+] (NaOH), OO (H2O2), [Na].[BH4-] (sodium borohydride), borontrifluoride-diethyletherate, C(C1=CC=CC=C1)OC1=CC=C(C=C1)C=1CCN(CC1)[C@H](C)C1=CC=CC=C1 ((R)-4-(4-benzyloxy-phenyl)-1-(1-phenyl-ethyl)-1,2,3,6-tetrahydro-pyridine). Run in C(C)(=O)OCC (ethyl acetate), C(OC)COC (dimethoxyethane). Conditions: temperature 0 celsius, time 165 minute. Product: C(C1=CC=CC=C1)OC1=CC=C(C=C1)[C@H]1[C@@H](CN(CC1)[C@H](C)C1=CC=CC=C1)O ((3S,4S)-4-(4-benzyloxy-phenyl)-1-((R)-1-phenyl-ethyl)-piperidin-3-ol). Reaction SMILES: [CH2:1]([O:8][C:9]1[CH:14]=[CH:13][C:12]([C:15]2[CH2:16][CH2:17][N:18]([C@@H:21]([C:23]3[CH:28]=[CH:27][CH:26]=[CH:25][CH:24]=3)[CH3:22])[CH2:19][CH:20]=2)=[CH:11][CH:10]=1)[C:2]1[CH:7]=[CH:6][CH:5]=[CH:4][CH:3]=1.[Na].[BH4-].[OH-:31].[Na+].OO.[Na+].[Cl-]>C(OCC)(=O)C.C(COC)OC>[CH2:1]([O:8][C:9]1[CH:14]=[CH:13][C:12]([C@@H:15]2[CH2:16][CH2:17][N:18]([C@@H:21]([C:23]3[CH:28]=[CH:27][CH:26]=[CH:25][CH:24]=3)[CH3:22])[CH2:19][C@H:20]2[OH:31])=[CH:11][CH:10]=1)[C:2]1[CH:3]=[CH:4][CH:5]=[CH:6][CH:7]=1 |f:1.2,3.4,6.7,^1:28|. Procedure details: The reaction flask was charged under argon with 60 g (162 mmol) of (R)-4-(4-benzyloxy-phenyl)-1-(1-phenyl-ethyl)-1,2,3,6-tetrahydro-pyridine and 600 mL of dimethoxyethane. After addition of 9.2 g (243 mmol) of sodium-borohydride the mixture was cooled to 0° C. under stirring. Then 45.9 g (323 mmol) of borontrifluoride-diethyletherate was added during 40 min, wherein the temperature was kept at 0-5° C. The reaction mixture was stirred at 5° C. for additional 2 h and then at room temperature for 1... The reactants are NC=1C=C(C(=O)OC)C=CC1NC (methyl 3-amino-4-methylaminobenzoate), C(C)(=O)OC(C)=O (acetic anhydride), C(=O)(O)[O-].[Na+] (NaHCO3). Solvent: ClCCl (dichloromethane). Reaction conditions: time 30 minute. Product: C(C)(=O)NC=1C=C(C(=O)OC)C=CC1NC (methyl 3-acetylamino-4-methylaminobenzoate). Isolated yield 74.7%. As a reaction SMILES: [NH2:1][C:2]1[CH:3]=[C:4]([CH:9]=[CH:10][C:11]=1[NH:12][CH3:13])[C:5]([O:7][CH3:8])=[O:6].[C:14](OC(=O)C)(=[O:16])[CH3:15].C([O-])(O)=O.[Na+]>ClCCl>[C:14]([NH:1][C:2]1[CH:3]=[C:4]([CH:9]=[CH:10][C:11]=1[NH:12][CH3:13])[C:5]([O:7][CH3:8])=[O:6])(=[O:16])[CH3:15] |f:2.3|. Procedure: A solution of Example 75A (1.80 g, 10.0 mmol) in dichloromethane (100 mL) was treated sequentially with acetic anhydride (3.06 g, 30.0 mmol) and 10% NaHCO3 (100 mL) and stirred for 30 minutes. The organic layer was separated, washed with brine (30 mL), dried (MgSO4), filtered, concentrated until solid precipitated, treated with diethyl ether, and filtered to provide 1.66 g of desired product.